From a dataset of the Open Reaction Database (ORD), a public repository of structured organic reaction records. describe an organic reaction: reactants, conditions, products, and yield The reactants are S(=O)([O-])S(=O)[O-].[Na+].[Na+] (sodium dithionite), S(=O)([O-])S(=O)[O-].[Na+].[Na+] (sodium dithionite), [N+](=O)([O-])NC1=CC=CC=C1 (nitroaniline), C(C)SCC1=CC2=C(NC(=N2)NC(OC)=O)C=C1 ([5-[(Ethylthio)methyl]-1H-benzimidazol-2-yl]carbamic acid, methyl ester), CO (methanol). The reagents and catalysts are C(C)(=O)O (acetic acid). The solvent is O (water), [OH-].[NH4+] (ammonium hydroxide), C(C)O (ethanol). Run at time 8 hour. Yields the product C(C)S(=O)CC1=CC2=C(NC(=N2)NC(OC)=O)C=C1 ([5-[(Ethylsulfinyl)methyl]-1H-benzimidazol-2-yl]carbamic acid, methyl ester), ( d ). RXN SMILES: S(S([O-])=O)([O-])=[O:2].[Na+].[Na+].[N+](NC1C=CC=CC=1)([O-])=O.[CH2:19]([S:21][CH2:22][C:23]1[CH:36]=[CH:35][C:26]2[NH:27][C:28]([NH:30][C:31](=[O:34])[O:32][CH3:33])=[N:29][C:25]=2[CH:24]=1)[CH3:20].CO>C(O)C.O.[OH-].[NH4+].C(O)(=O)C>[CH2:19]([S:21]([CH2:22][C:23]1[CH:36]=[CH:35][C:26]2[NH:27][C:28]([NH:30][C:31](=[O:34])[O:32][CH3:33])=[N:29][C:25]=2[CH:24]=1)=[O:2])[CH3:20] |f:0.1.2,8.9|. Procedure details: To the residue dissolved in 100 ml 95% ethanol is added sodium dithionite (9.4 g, 54 mmol) dissolved in 60 ml water and 15 ml concentrated ammonium hydroxide. After refluxing for 5 minutes, portions of sodium dithionite (1 g in 10 ml water and 2 ml ammonium hydroxide) are added until the orange nitroaniline color disappears. The reaction mixture is reduced to one-half volume by evaporation, basified with 20 ml 10% sodium hydroxide, and extracted with chloroform (X 5). The chloroform washings are...